Dataset: the Open Reaction Database (ORD), a public repository of structured organic reaction records. Task: describe an organic reaction: reactants, conditions, products, and yield Reactants: IC1=CC=C2C(=CC(=NC2=C1)C)N1[C@@H](CCC1)CO ((S)-[1-(7-iodo-2-methyl-quinolin-4-yl)-pyrrolidin-2-yl]-methanol), CC(C(=O)N)(C)C (trimethylacetamide). Product: OC[C@H]1N(CCC1)C1=CC(=NC2=CC(=CC=C12)NC(C(C)(C)C)=O)C ((S)-N-[4-(2-hydroxymethyl-pyrrolidin-1-yl)-2-methyl-quinolin-7-yl]-2,2-dimethyl-propionamide). Reaction SMILES: I[C:2]1[CH:11]=[C:10]2[C:5]([C:6]([N:13]3[CH2:17][CH2:16][CH2:15][C@H:14]3[CH2:18][OH:19])=[CH:7][C:8]([CH3:12])=[N:9]2)=[CH:4][CH:3]=1.[CH3:20][C:21]([CH3:26])([CH3:25])[C:22]([NH2:24])=[O:23]>>[OH:19][CH2:18][C@@H:14]1[CH2:15][CH2:16][CH2:17][N:13]1[C:6]1[C:5]2[C:10](=[CH:11][C:2]([NH:24][C:22](=[O:23])[C:21]([CH3:26])([CH3:25])[CH3:20])=[CH:3][CH:4]=2)[N:9]=[C:8]([CH3:12])[CH:7]=1. Procedure details: In analogy to example 47, on reaction of (S)-[1-(7-iodo-2-methyl-quinolin-4-yl)-pyrrolidin-2-yl]-methanol with trimethylacetamide there was obtained (S)-N-[4-(2-hydroxymethyl-pyrrolidin-1-yl)-2-methyl-quinolin-7-yl]-2,2-dimethyl-propionamide as amorphous white yellow solid. ISP mass spectrum, m/e: 342.3 (M+1 calculated for C20H27N3O2: 342). Starting materials: O=C(Cl)c1ccccc1, CN(C)c1ccncc1, Cl, CN(C)C=O, NC(=O)c1cc(-c2ccccc2)cc2c(C3CCNCC3)n[nH]c12. The product is NC(=O)c1cc(-c2ccccc2)cc2c(C3CCN(C(=O)c4ccccc4)CC3)n[nH]c12. Reaction SMILES: [C:26]([c:27]1[cH:28][cH:29][cH:30][cH:31][cH:32]1)(=[O:33])[Cl:34].[CH3:35][N:36]([c:37]1[cH:38][cH:39][n:40][cH:41][cH:42]1)[CH3:43].[ClH:1].[O:44]=[CH:45][N:46]([CH3:47])[CH3:48].[c:2]1(-[c:8]2[cH:9][c:10]3[c:11]([CH:20]4[CH2:21][CH2:22][NH:23][CH2:24][CH2:25]4)[n:12][nH:13][c:14]3[c:15]([C:17](=[O:18])[NH2:19])[cH:16]2)[cH:3][cH:4][cH:5][cH:6][cH:7]1>>[c:2]1(-[c:8]2[cH:9][c:10]3[c:11]([CH:20]4[CH2:21][CH2:22][N:23]([C:26]([c:27]5[cH:28][cH:29][cH:30][cH:31][cH:32]5)=[O:33])[CH2:24][CH2:25]4)[n:12][nH:13][c:14]3[c:15]([C:17](=[O:18])[NH2:19])[cH:16]2)[cH:3][cH:4][cH:5][cH:6][cH:7]1. Reactants: COc1ccccc1Oc1c(Cl)nc(C)nc1Cl, Cc1ccc(S(N)(=O)=O)nc1, [K]. Product: COc1ccccc1Oc1c(Cl)nc(C)nc1NS(=O)(=O)c1ccc(C)cn1. Reaction SMILES: [CH3:1][O:2][c:3]1[c:4]([O:5][c:6]2[c:7]([Cl:14])[n:8][c:9]([CH3:13])[n:10][c:11]2[Cl:12])[cH:15][cH:16][cH:17][cH:18]1.[CH3:20][c:21]1[cH:22][cH:23][c:24]([S:27](=[O:28])(=[O:29])[NH2:30])[n:25][cH:26]1.[K:19]>>[CH3:1][O:2][c:3]1[c:4]([O:5][c:6]2[c:7]([Cl:14])[n:8][c:9]([CH3:13])[n:10][c:11]2[NH:30][S:27]([c:24]2[cH:23][cH:22][c:21]([CH3:20])[cH:26][n:25]2)(=[O:28])=[O:29])[cH:15][cH:16][cH:17][cH:18]1. Reactants: COc1cccc(C2C(COS(C)(=O)=O)OC(=O)N2c2ccc(Cl)cc2)c1, [Na], CN(C)C=O, CCOC(=O)c1nnn[nH]1. The product is CCOC(=O)c1nnn(CC2OC(=O)N(c3ccc(Cl)cc3)C2c2cccc(OC)c2)n1. Reaction SMILES: [CH3:1][S:2]([O:3][CH2:6][CH:7]1[CH:8]([c:20]2[cH:21][c:22]([O:26][CH3:27])[cH:23][cH:24][cH:25]2)[N:9]([c:13]2[cH:14][cH:15][c:16]([Cl:19])[cH:17][cH:18]2)[C:10](=[O:12])[O:11]1)(=[O:4])=[O:5].[Na:38].[O:39]=[CH:40][N:41]([CH3:42])[CH3:43].[nH:28]1[n:29][n:30][n:31][c:32]1[C:33](=[O:34])[O:35][CH2:36][CH3:37]>>[CH2:6]([CH:7]1[CH:8]([c:20]2[cH:21][c:22]([O:26][CH3:27])[cH:23][cH:24][cH:25]2)[N:9]([c:13]2[cH:14][cH:15][c:16]([Cl:19])[cH:17][cH:18]2)[C:10](=[O:12])[O:11]1)[n:29]1[n:28][c:32]([C:33](=[O:34])[O:35][CH2:36][CH3:37])[n:31][n:30]1. Starting materials: CCOCC, [Cl-], COC(=O)C(=O)Cl, Nc1ccc(Cl)cn1, [NH4+], [Na+], C1CCOC1, O, O=C([O-])O. Product: COC(=O)C(=O)Nc1ccc(Cl)cn1. Reaction SMILES: [CH3:29][CH2:30][O:31][CH2:32][CH3:33].[Cl-:21].[Cl:1][C:2]([C:3](=[O:4])[O:5][CH3:6])=[O:7].[NH2:8][c:9]1[n:10][cH:11][c:12]([Cl:15])[cH:13][cH:14]1.[NH4+:22].[Na+:16].[O:23]1[CH2:24][CH2:25][CH2:26][CH2:27]1.[OH2:28].[OH:17][C:18](=[O:19])[O-:20]>>[C:2]([C:3](=[O:4])[O:5][CH3:6])(=[O:7])[NH:8][c:9]1[n:10][cH:11][c:12]([Cl:15])[cH:13][cH:14]1. Reactants: CC(C)(C)OC(=O)N1CCC(C)(C)c2ccc([N+](=O)[O-])cc21, CO. Product: CC(C)(C)OC(=O)N1CCC(C)(C)c2ccc(N)cc21. Reaction SMILES: [C:1]([CH3:2])([CH3:3])([CH3:4])[O:5][C:6](=[O:7])[N:8]1[CH2:9][CH2:10][C:11]([CH3:21])([CH3:22])[c:12]2[cH:13][cH:14][c:15]([N+:18]([O-:19])=[O:20])[cH:16][c:17]21.[CH3:23][OH:24]>>[C:1]([CH3:2])([CH3:3])([CH3:4])[O:5][C:6](=[O:7])[N:8]1[CH2:9][CH2:10][C:11]([CH3:21])([CH3:22])[c:12]2[cH:13][cH:14][c:15]([NH2:18])[cH:16][c:17]21. Reactants: Cl.Cl.FC=1C(=NC=CC1)N[C@H]1[C@@H](CCCC1)N ((±)-trans-N-(3-fluoropyridin-2-yl)cyclohexane-1,2-diamine bishydrochloride), C([O-])([O-])=O.[K+].[K+] (potassium carbonate), FC1=CC=C(C=2C=3C(=CN(C12)CC1=CC=C(C=C1)N1N=CC=C1)C(N(N3)C3=C(C=CC=C3)F)=O)F (6,9-Difluoro-2-(2-fluorophenyl)-5-{[4-(1H pyrazol-1-yl)phenyl]methyl}-2,5-dihydro-3H-pyrazolo[4,3-c]quinolin-3-one), Cl.Cl.FC=1C(=NC=CC1)N[C@H]1[C@@H](CCCC1)N ((±)-trans-N-(3-fluoropyridin-2-yl)cyclohexane-1,2-diamine bishydrochloride), C([O-])([O-])=O.[K+].[K+] (potassium carbonate). Solvent: CS(=O)C (dimethylsulfoxide). Run at temperature 95 celsius, time 1 hour. Product: FC1=C(C=CC=C1)N1N=C2C(=CN(C=3C=CC=C(C23)NCC2=CC=C(C=C2)N2N=CC=C2)[C@H]2[C@@H](CCCC2)NC2=NC=CC=C2F)C1=O ((±)-2-(2-Fluorophenyl)-5-{trans-2-[(3-fluoropyridin-2-yl)amino]cyclohexyl}-9-({[4-(1H-pyrazol-1-yl)-phenyl]methyl}amino)-2,5-dihydro-3H-pyrazolo[4,3-c]quinolin-3-one). As a reaction SMILES: F[C:2]1[C:11]2[N:10]([CH2:12][C:13]3[CH:18]=[CH:17][C:16]([N:19]4[CH:23]=[CH:22][CH:21]=[N:20]4)=[CH:15][CH:14]=3)[CH:9]=[C:8]3[C:24](=[O:34])[N:25]([C:27]4[CH:32]=[CH:31][CH:30]=[CH:29][C:28]=4[F:33])[N:26]=[C:7]3[C:6]=2[C:5](F)=[CH:4][CH:3]=1.Cl.Cl.[F:38][C:39]1[C:40]([NH:45][C@@H:46]2[CH2:51][CH2:50][CH2:49][CH2:48][C@H:47]2[NH2:52])=[N:41][CH:42]=[CH:43][CH:44]=1.C(=O)([O-])[O-].[K+].[K+]>CS(C)=O>[F:33][C:28]1[CH:29]=[CH:30][CH:31]=[CH:32][C:27]=1[N:25]1[C:24](=[O:34])[C:8]2=[CH:9][N:52]([C@@H:47]3[CH2:48][CH2:49][CH2:50][CH2:51][C@H:46]3[NH:45][C:40]3[C:39]([F:38])=[CH:44][CH:43]=[CH:42][N:41]=3)[C:5]3[CH:4]=[CH:3][CH:2]=[C:11]([NH:10][CH2:12][C:13]4[CH:18]=[CH:17][C:16]([N:19]5[CH:23]=[CH:22][CH:21]=[N:20]5)=[CH:15][CH:14]=4)[C:6]=3[C:7]2=[N:26]1 |f:1.2.3,4.5.6|. Reported procedure: 6,9-Difluoro-2-(2-fluorophenyl)-5-{[4-(1H pyrazol-1-yl)phenyl]methyl}-2,5-dihydro-3H-pyrazolo[4,3-c]quinolin-3-one (Example 28, 74 mg, 0.16 mmol), (±)-trans-N-(3-fluoropyridin-2-yl)cyclohexane-1,2-diamine bishydrochloride (43 mg, 0.19 mmol, 1.2 equiv) and potassium carbonate (0.22 g, 1.6 mmol, 10 equiv) were combined in degassed dimethylsulfoxide (5 mL) and placed into an oil bath preheated at 95° C. for 1 hour. Additional (±)-trans-N-(3-fluoropyridin-2-yl)cyclohexane-1,2-diamine bishydrochlorid...